Dataset: the Open Reaction Database (ORD), a public repository of structured organic reaction records. Task: describe an organic reaction: reactants, conditions, products, and yield The reactants are C1CCOC1, CN, O=[N+]([O-])c1cc(F)c(F)c(F)c1F. Yields the product CNc1c([N+](=O)[O-])cc(F)c(F)c1F. As a reaction SMILES: [CH2:16]1[O:17][CH2:18][CH2:19][CH2:20]1.[CH3:1][NH2:2].[F:3][c:4]1[c:5]([F:15])[c:6]([F:14])[c:7]([F:13])[c:8]([N+:10](=[O:11])[O-:12])[cH:9]1>>[CH3:1][NH:2][c:7]1[c:6]([F:14])[c:5]([F:15])[c:4]([F:3])[cH:9][c:8]1[N+:10](=[O:11])[O-:12]. Reactants: S([O-])(O)=O.[Na+] (sodium bisulfite), FC1=C(CNC2=NC(=NC=C2F)SC)C=CC=C1 ((2-fluorobenzyl)-(5-fluoro-2-methylsulfanylpyrimidin-4-yl)amine), OOS(=O)[O-].[K+] (OXONE), CO (MeOH). The solvent is O (H2O). Run at temperature 10 celsius. Yields the product FC1=C(CNC2=NC(=NC=C2F)S(=O)(=O)C)C=CC=C1 (2-fluorobenzyl-(5-fluoro-2-methanesulfonylpyrimidin-4-yl)amine). Yield: 85.0%. RXN SMILES: [F:1][C:2]1[CH:18]=[CH:17][CH:16]=[CH:15][C:3]=1[CH2:4][NH:5][C:6]1[C:11]([F:12])=[CH:10][N:9]=[C:8](SC)[N:7]=1.O[O:20][S:21]([O-:23])=O.[K+].S(=O)(O)[O-].[Na+].[CH3:30]O>O>[F:1][C:2]1[CH:18]=[CH:17][CH:16]=[CH:15][C:3]=1[CH2:4][NH:5][C:6]1[C:11]([F:12])=[CH:10][N:9]=[C:8]([S:21]([CH3:30])(=[O:23])=[O:20])[N:7]=1 |f:1.2,3.4|. Reported procedure: To a solution of (2-fluorobenzyl)-(5-fluoro-2-methylsulfanylpyrimidin-4-yl)amine (2.10 g, 7.86 mmol) in MeOH (26 mL) was added a solution of OXONE™ (10.14 g, 16.5 mmol) in H2O (52 mL) dropwise over a 20 min period at −45° C., and the resulting mixture was slowly warmed to 10° C. over a period of 14 h. The mixture was treated with sodium bisulfite (−3 g) and the majority of the MeOH was removed on the rotary evaporator. The aqueous residue was extracted with EtOAc (3×150 mL), and the organic extr... Reactants: C(C)(C)(C)C=1C=C(C=CC1)CCC1(CC(CC(O1)=O)=O)C1CCCC1 (6-[2-(3-tert-Butyl-phenyl)-ethyl]-6-cyclopentyl-dihydro-pyran-2,4-dione), CC1=NC=2N(C(=C1)C)N=C(N2)C=O (5,7-Dimethyl-[1,2,4]triazolo[1,5-α]pyrimidine-2-carbaldehyde). The solvent is CC(=O)O (AcOH). Yields the product C(C)(C)(C)C=1C=C(C=CC1)CCC1(CC(=C(C(O1)=O)CC1=NN2C(N=C(C=C2C)C)=N1)O)C1CCCC1 (6-[2-(3-tert-Butyl-phenyl)-ethyl]-6-cyclopentyl-3-(5,7-dimethyl-[1,2,4]triazolo[1,5-a]pyrimidin-2-ylmethyl)-4-hydroxy-5,6-dihydro-pyran-2-one). As a reaction SMILES: [C:1]([C:5]1[CH:6]=[C:7]([CH2:11][CH2:12][C:13]2([CH:21]3[CH2:25][CH2:24][CH2:23][CH2:22]3)[O:18][C:17](=[O:19])[CH2:16][C:15](=[O:20])[CH2:14]2)[CH:8]=[CH:9][CH:10]=1)([CH3:4])([CH3:3])[CH3:2].[CH3:26][C:27]1[CH:32]=[C:31]([CH3:33])[N:30]2[N:34]=[C:35]([CH:37]=O)[N:36]=[C:29]2[N:28]=1>CC(O)=O>[C:1]([C:5]1[CH:6]=[C:7]([CH2:11][CH2:12][C:13]2([CH:21]3[CH2:25][CH2:24][CH2:23][CH2:22]3)[O:18][C:17](=[O:19])[C:16]([CH2:37][C:35]3[N:36]=[C:29]4[N:28]=[C:27]([CH3:26])[CH:32]=[C:31]([CH3:33])[N:30]4[N:34]=3)=[C:15]([OH:20])[CH2:14]2)[CH:8]=[CH:9][CH:10]=1)([CH3:4])([CH3:2])[CH3:3]. Reported procedure: The title compound was prepared by coupling the 6-[2-(3-tert-Butyl-phenyl)-ethyl]-6-cyclopentyl-dihydro-pyran-2,4-dione from Step 1 to 5,7-Dimethyl-[1,2,4]triazolo[1,5-α]pyrimidine-2-carbaldehyde using the Me2NHBH3 method described in the synthesis of Example B(31). 1H NMR (DMSO-d6): d 1.29 (s, 9H), 1.46–1.76 (br m, 8H), 2.19 (m, 2H), 2.47 (s, 3 Hz), 2.56–2.70 (m, 7H), 2.87 (d, 1H, J=17.5 Hz), 3.80 (d, 1H, J=16.2 Hz), 3.90 (d, 1H, J=16.2 Hz), 7.12 (m, 2H), 7.28 (m, 3H), 10.92 (s, 1H). Anal. Calc... The reactants are Cl.Cl.NC1=C2C(=NC=N1)N(N=C2C2=CC(=CC(=C2)O)F)C(C)C=2OC(C1=CC=CC=C1C2C=2SC(=CC2)CN2CCNCC2)=O (3-(1-(4-amino-3-(3-fluoro-5-hydroxyphenyl)-1H-pyrazolo[3,4-d]pyrimidin-1-yl)ethyl)-4-(5-(piperazin-1-ylmethyl)thiophen-2-yl)-1H-isochromen-1-one dihydrochloride), CN(CC=CC=1C=C(C=CC1)C1=C(OC(C2=CC=CC=C12)=O)C(C)O)C (4-(3-(3-(dimethylamino)prop-1-en-1-yl)phenyl)-3-(1-hydroxyethyl)-1H-isochromen-1-one), C(C1=CC=CC=C1)OC=1C=C(C=C(C1)F)C1=NNC2=NC=NC(=C21)N (3-(3-(benzyloxy)-5-fluorophenyl)-1H-pyrazolo[3,4-d]pyrimidin-4-amine). Yields the product NC1=C2C(=NC=N1)N(N=C2C2=CC(=CC(=C2)OC)F)C(C)C=2OC(C1=CC=CC=C1C2C=2SC(=CC2)CN2CCN(CC2)C)=O (3-(1-(4-amino-3-(3-fluoro-5-methoxyphenyl)-1H-pyrazolo[3,4-d]pyrimidin-1-yl)ethyl)-4-(5-((4-methylpiperazin-1-yl)methyl)thiophen-2-yl)-1H-isochromen-1-one). The yield is 43.0%. As a reaction SMILES: Cl.Cl.NC1N=CN=C2N([CH:21]([C:23]3[O:24][C:25](=[O:45])[C:26]4[C:31]([C:32]=3[C:33]3[S:34][C:35]([CH2:38][N:39]5[CH2:44][CH2:43][NH:42][CH2:41][CH2:40]5)=[CH:36][CH:37]=3)=[CH:30][CH:29]=[CH:28][CH:27]=4)[CH3:22])N=C(C3C=C(O)C=C(F)C=3)C=12.[CH3:46]N(C)CC=CC1C=C(C2C3C(=CC=CC=3)C(=O)OC=2C(O)C)C=CC=1.[CH2:72]([O:79][C:80]1[CH:81]=[C:82]([C:87]2[C:95]3[C:90](=[N:91][CH:92]=[N:93][C:94]=3[NH2:96])[NH:89][N:88]=2)[CH:83]=[C:84]([F:86])[CH:85]=1)C1C=CC=CC=1>>[NH2:96][C:94]1[N:93]=[CH:92][N:91]=[C:90]2[N:89]([CH:21]([C:23]3[O:24][C:25](=[O:45])[C:26]4[C:31]([C:32]=3[C:33]3[S:34][C:35]([CH2:38][N:39]5[CH2:40][CH2:41][N:42]([CH3:46])[CH2:43][CH2:44]5)=[CH:36][CH:37]=3)=[CH:30][CH:29]=[CH:28][CH:27]=4)[CH3:22])[N:88]=[C:87]([C:82]3[CH:81]=[C:80]([O:79][CH3:72])[CH:85]=[C:84]([F:86])[CH:83]=3)[C:95]=12 |f:0.1.2|. Reported procedure: The title compound was made in a similar way as that of the compound of example 134, step a, from 4-(3-(3-(dimethylamino)prop-1-en-1-yl)phenyl)-3-(1-hydroxyethyl)-1H-isochromen-1-one (Intermediate B42, 280 mg, 0.801 mmol), and 3-(3-(benzyloxy)-5-fluorophenyl)-1H-pyrazolo[3,4-d]pyrimidin-4-amine (Intermediate G-18, 0.417 mmol, 140 mg) to give 3-(1-(4-amino-3-(3-fluoro-5-methoxyphenyl)-1H-pyrazolo[3,4-d]pyrimidin-1-yl)ethyl)-4-(5-((4-methylpiperazin-1-yl)methyl)thiophen-2-yl)-1H-isochromen-1-one (... Starting materials: N(N)C(=O)C1=CC=2N(C=C1)C(=CN2)C=2C=C(C=CC2)NC(=O)NCC(F)(F)F (1-[3-(7-Hydrazinocarbonyl-imidazo[1,2-a]pyridin-3-yl)-phenyl]-3-(2,2,2-trifluoro-ethyl)-urea), [OH-].[K+] (KOH), C(=S)=S (carbon disulfide). Run in CCO (EtOH). Conditions: temperature 65 celsius. Yields the product S=C1NN=C(O1)C1=CC=2N(C=C1)C(=CN2)C=2C=C(C=CC2)NC(=O)NCC(F)(F)F (1-{3-[7-(5-Thioxo-4,5-dihydro-[1,3,4]oxadiazol-2-yl)-imidazo[1,2-a]pyridin-3-yl]-phenyl}-3-(2,2,2-trifluoro-ethyl)-urea). The yield is 52.9%. Reaction SMILES: [NH:1]([C:3]([C:5]1[CH:10]=[CH:9][N:8]2[C:11]([C:14]3[CH:15]=[C:16]([NH:20][C:21]([NH:23][CH2:24][C:25]([F:28])([F:27])[F:26])=[O:22])[CH:17]=[CH:18][CH:19]=3)=[CH:12][N:13]=[C:7]2[CH:6]=1)=[O:4])[NH2:2].[OH-].[K+].[C:31](=S)=[S:32]>CCO>[S:32]=[C:31]1[O:4][C:3]([C:5]2[CH:10]=[CH:9][N:8]3[C:11]([C:14]4[CH:15]=[C:16]([NH:20][C:21]([NH:23][CH2:24][C:25]([F:28])([F:27])[F:26])=[O:22])[CH:17]=[CH:18][CH:19]=4)=[CH:12][N:13]=[C:7]3[CH:6]=2)=[N:1][NH:2]1 |f:1.2|. Procedure details: To a solution of 1-[3-(7-Hydrazinocarbonyl-imidazo[1,2-a]pyridin-3-yl)-phenyl]-3-(2,2,2-trifluoro-ethyl)-urea (120 mg, 0.30 mmol) and KOH (20 mg, 0.36 mmol) in EtOH (4 ml) was added carbon disulfide (241, 0.36 mmol). The reaction mixture was heated at 65° C. for 3 h, cooled and then placed in an ice bath upon which a precipitate was formed. The solid was filtered off, wash with EtOAc and Et2O, then dried to afford the title compound (69 mg). MS: [M+H]+=435. The reactants are CC(=O)OC(C)(C)C, COC(=O)c1cccc(-n2cnc(C)c2)c1, COC(OC)C(C)N, CO, [Li], O=C(O)c1cccc(N=C=S)c1, O=S(=O)(O)O. Product: Cc1cn(-c2cccc(C(=O)CC(=O)OC(C)(C)C)c2)cn1. RXN SMILES: [C:37]([CH3:38])(=[O:39])[O:40][C:41]([CH3:42])([CH3:43])[CH3:44].[CH3:1][c:2]1[n:3][cH:4][n:5](-[c:7]2[cH:8][c:9]([C:10]([O:12][CH3:11])=[O:13])[cH:14][cH:15][cH:16]2)[cH:6]1.[CH3:29][O:30][CH:31]([O:32][CH3:33])[CH:34]([NH2:35])[CH3:36].[CH3:51][OH:52].[Li:45].[N:17]([c:18]1[cH:19][c:20]([C:24]([OH:25])=[O:26])[cH:21][cH:22][cH:23]1)=[C:27]=[S:28].[S:46](=[O:47])(=[O:48])([OH:49])[OH:50]>>[CH3:1][c:2]1[n:3][cH:4][n:5](-[c:7]2[cH:8][c:9]([C:10](=[O:12])[CH2:38][C:37](=[O:39])[O:40][C:41]([CH3:42])([CH3:43])[CH3:44])[cH:14][cH:15][cH:16]2)[cH:6]1. Starting materials: CC1CO1, O=[N+]([O-])c1ccc(Cl)c(S(=O)[O-])c1, [Na+], O, O=S(=O)(O)O. Yields the product CC(O)CS(=O)(=O)c1cc([N+](=O)[O-])ccc1Cl. As a reaction SMILES: [CH2:15]1[CH:16]([CH3:17])[O:18]1.[Cl:1][c:2]1[c:3]([S:11](=[O:12])[O-:13])[cH:4][c:5]([N+:8](=[O:9])[O-:10])[cH:6][cH:7]1.[Na+:14].[OH2:24].[S:19](=[O:20])(=[O:21])([OH:22])[OH:23]>>[Cl:1][c:2]1[c:3]([S:11](=[O:12])(=[O:13])[CH2:15][CH:16]([CH3:17])[OH:18])[cH:4][c:5]([N+:8](=[O:9])[O-:10])[cH:6][cH:7]1. Reactants: NC(=O)CCC(=O)NBr, O=C(OOC(=O)c1ccccc1)c1ccccc1, ClC(Cl)(Cl)Cl, COC(=O)c1c(C)cccc1I. Product: COC(=O)c1c(I)cccc1CBr. RXN SMILES: [Br:13][NH:14][C:15](=[O:16])[CH2:17][CH2:18][C:19]([NH2:20])=[O:21].[C:22]([O:23][O:24][C:25](=[O:26])[c:27]1[cH:28][cH:29][cH:30][cH:31][cH:32]1)(=[O:33])[c:34]1[cH:35][cH:36][cH:37][cH:38][cH:39]1.[C:40]([Cl:41])([Cl:42])([Cl:43])[Cl:44].[CH3:1][O:2][C:3]([c:4]1[c:5]([I:11])[cH:6][cH:7][cH:8][c:9]1[CH3:10])=[O:12]>>[CH3:1][O:2][C:3]([c:4]1[c:5]([I:11])[cH:6][cH:7][cH:8][c:9]1[CH2:10][Br:13])=[O:12].